From a dataset of the Open Reaction Database (ORD), a public repository of structured organic reaction records. describe an organic reaction: reactants, conditions, products, and yield Reactants: CCOC(=O)CBr, COc1ccccc1N, ClC(Cl)Cl. Product: CCOC(=O)CNc1ccccc1OC. As a reaction SMILES: [Br:10][CH2:11][C:12](=[O:13])[O:14][CH2:15][CH3:16].[CH3:1][O:2][c:3]1[c:4]([NH2:5])[cH:6][cH:7][cH:8][cH:9]1.[Cl:17][CH:18]([Cl:19])[Cl:20]>>[CH3:1][O:2][c:3]1[c:4]([NH:5][CH2:11][C:12](=[O:13])[O:14][CH2:15][CH3:16])[cH:6][cH:7][cH:8][cH:9]1.